From a dataset of the Open Reaction Database (ORD), a public repository of structured organic reaction records. describe an organic reaction: reactants, conditions, products, and yield Starting materials: C(C1=CC=CC=C1)N(C(=O)Cl)CC1=CC=CC=C1 (dibenzylcarbamoyl chloride), C1CN(CCN1CCCCOC2=CC3=C(C=C2)C=CC(=O)N3)C4=C(C(=CC=C4)Cl)Cl (dehydro-aripiprazole). The solvent is N1=CC=CC=C1 (pyridine). Yields the product C(C1=CC=CC=C1)N(C(OC1=NC2=CC(=CC=C2C=C1)OCCCCN1CCN(CC1)C1=C(C(=CC=C1)Cl)Cl)=O)CC1=CC=CC=C1 (7-(4-(4-(2,3-dichlorophenyl)piperazin-1-yl)butoxy)quinolin-2-yl dibenzylcarbamate). Reaction SMILES: [CH2:1]([N:8]([CH2:12][C:13]1[CH:18]=[CH:17][CH:16]=[CH:15][CH:14]=1)[C:9](Cl)=[O:10])[C:2]1[CH:7]=[CH:6][CH:5]=[CH:4][CH:3]=1.[CH2:19]1[N:24]([CH2:25][CH2:26][CH2:27][CH2:28][O:29][C:30]2[CH:35]=[CH:34][C:33]3[CH:36]=[CH:37][C:38]([NH:40][C:32]=3[CH:31]=2)=[O:39])[CH2:23][CH2:22][N:21]([C:41]2[CH:46]=[CH:45][CH:44]=[C:43]([Cl:47])[C:42]=2[Cl:48])[CH2:20]1>N1C=CC=CC=1>[CH2:12]([N:8]([CH2:1][C:2]1[CH:7]=[CH:6][CH:5]=[CH:4][CH:3]=1)[C:9](=[O:10])[O:39][C:38]1[CH:37]=[CH:36][C:33]2[C:32](=[CH:31][C:30]([O:29][CH2:28][CH2:27][CH2:26][CH2:25][N:24]3[CH2:23][CH2:22][N:21]([C:41]4[CH:46]=[CH:45][CH:44]=[C:43]([Cl:47])[C:42]=4[Cl:48])[CH2:20][CH2:19]3)=[CH:35][CH:34]=2)[N:40]=1)[C:13]1[CH:14]=[CH:15][CH:16]=[CH:17][CH:18]=1. Procedure details: To a solution of dibenzylcarbamoyl chloride (1.7 g, 6.7 mmol) in pyridine (15 mL) was added dehydro-aripiprazole (1.5 g, 3.4 mmol) and the reaction mixture heated at reflux for 4 h. The reaction mixture was concentrated and the residue co-evaporated with toluene (×3). The residue was dissolved in ethyl acetate (ethyl acetate), washed with water and dried over MgSO4. After evaporation the residue was further purified on silica eluting with ethyl acetate and after drying gave Compound-342 (0.71 g)... Reactants: CC(=O)OO, CC(=O)CCC(C)=O, CC(C)=O, Cc1ccc(O)cc1. The product is Cc1ccc(O)c(O)c1. As a reaction SMILES: [C:21]([O:22][OH:23])(=[O:24])[CH3:25].[CH2:9]([CH2:10][C:12](=[O:13])[CH3:14])[C:15](=[O:11])[CH3:16].[CH3:17][C:18](=[O:19])[CH3:20].[cH:1]1[cH:2][c:3]([CH3:8])[cH:4][cH:5][c:6]1[OH:7]>>[c:1]1([OH:11])[cH:2][c:3]([CH3:8])[cH:4][cH:5][c:6]1[OH:7]. RXN SMILES: Br[C:2]1[CH:10]=[CH:9][CH:8]=[C:7]2[C:3]=1[C:4](=[O:17])[C:5](=[O:16])[N:6]2[CH2:11][CH2:12][CH2:13][CH2:14][CH3:15].C(N1C2C(=CC=CC=2)C(=O)C1=O)CCCC.O1C2C=CC(O)=CC=2OC1.[Br:44][C:45]1[CH:46]=[C:47]([OH:51])[CH:48]=[CH:49][CH:50]=1>>[Br:44][C:45]1[CH:50]=[CH:49][C:48]([C:4]2([OH:17])[C:3]3[C:7](=[CH:8][CH:9]=[CH:10][CH:2]=3)[N:6]([CH2:11][CH2:12][CH2:13][CH2:14][CH3:15])[C:5]2=[O:16])=[C:47]([OH:51])[CH:46]=1. Procedure: Following the procedure as described in PREPARATION 10, and making non-critical variations to replace 4-bromo-1-pentyl-1H-indole-2,3-dione with 1-pentyl-1H-indole-2,3-dione, and 1,3-benzodioxol-5-ol with 3-bromophenol, the title compound was obtained (48%) as a white solid: 1H NMR (300 MHz, CDCl3) δ 9.66 (br, 1H), 7.50-7.38 (m, 2H), 7.24-7.16 (m, 2H), 6.98-6.86 (m, 2H), 6.64 (d, 1H), 4.15 (br, 1H), 3.80-3.55 (m, 2H), 1.75-1.62 (m, 2H), 1.40-1.34 (m, 4H), 0.89 (t, 3H); MS (ES+) m/z 391.4 (M+1), 3... Reactants: BrC1=C2C(C(N(C2=CC=C1)CCCCC)=O)=O (4-bromo-1-pentyl-1H-indole-2,3-dione), BrC=1C=C(C=CC1)O (3-bromophenol), C(CCCC)N1C(C(C2=CC=CC=C12)=O)=O (1-pentyl-1H-indole-2,3-dione), O1COC2=C1C=CC(=C2)O (1,3-benzodioxol-5-ol). The product is BrC1=CC(=C(C=C1)C1(C(N(C2=CC=CC=C12)CCCCC)=O)O)O (3-(4-bromo-2-hydroxyphenyl)-3-hydroxy-1-pentyl-1,3-dihydro-2H-indol-2-one). Starting materials: CO, Cl, COc1ccc(C=O)c(F)c1, C[N+](=O)[O-], O=C[N+](=O)[O-], [Na+], [OH-], O. Yields the product COc1ccc(C=C[N+](=O)[O-])c(F)c1. Reaction SMILES: [CH3:24][OH:25].[ClH:23].[F:1][c:2]1[c:3]([CH:4]=[O:5])[cH:6][cH:7][c:8]([O:10][CH3:11])[cH:9]1.[N+:12](=[O:13])([O-:14])[CH3:15].[N+:18]([CH:19]=[O:20])([O-:21])=[O:22].[Na+:17].[OH-:16].[OH2:26]>>[F:1][c:2]1[c:3]([CH:4]=[CH:15][N+:12](=[O:13])[O-:14])[cH:6][cH:7][c:8]([O:10][CH3:11])[cH:9]1. The reactants are C(C1=CC=CC=C1)(=O)Cl (benzoyl chloride), C(C)(=O)OC(=COC)C(C)=O (1-methoxy-3-oxobut-1-en-2-yl acetate), [Li+].C[Si](C)(C)[N-][Si](C)(C)C (LHMDS), solution. Solvent: C1CCOC1 (THF), C1(=CC=CC=C1)C (toluene). Conditions: temperature -78 celsius. The product is C(C)(=O)OC(=COC)C(CC(C1=CC=CC=C1)=O)=O (1-methoxy-3,5-dioxo-5-phenylpent-1-en-2-yl acetate). As a reaction SMILES: [C:1]([O:4][C:5]([C:9](=[O:11])[CH3:10])=[CH:6][O:7][CH3:8])(=[O:3])[CH3:2].[Li+].C[Si]([N-][Si](C)(C)C)(C)C.[C:22](Cl)(=[O:29])[C:23]1[CH:28]=[CH:27][CH:26]=[CH:25][CH:24]=1>C1COCC1.C1(C)C=CC=CC=1>[C:1]([O:4][C:5]([C:9](=[O:11])[CH2:10][C:22](=[O:29])[C:23]1[CH:28]=[CH:27][CH:26]=[CH:25][CH:24]=1)=[CH:6][O:7][CH3:8])(=[O:3])[CH3:2] |f:1.2|. Procedure details: To a solution of 545 mg (3.5 mmol) of 1-methoxy-3-oxobut-1-en-2-yl acetate in THF (14.2 mL) at −78° C. was added LHMDS (3.45 mL of a 1 M solution in toluene) dropwise. After stirring for min at −78° C., the reaction mixture was treated with 0.4 mL (3.5 mmol) of benzoyl chloride dropwise, then removed from the cold bath and allowed to warm to room temperature and continue stirring for 18 h. The reaction was quenched with 10 mL 10% aq HCl and extracted with diethyl ether (3×10 mL). The organic fra... As a reaction SMILES: [C:1]([O:9][CH:10]1[CH2:15][C:14]([CH2:17][CH3:18])([CH3:16])[NH:13][C:12]([CH2:20][CH3:21])([CH3:19])[CH:11]1[CH3:22])(=[O:8])[C:2]1[CH:7]=[CH:6][CH:5]=[CH:4][CH:3]=1.[CH2:23](Br)[CH:24]=[CH2:25]>CN(C)C=O>[C:1]([O:9][CH:10]1[CH2:15][C:14]([CH2:17][CH3:18])([CH3:16])[N:13]([CH2:25][CH:24]=[CH2:23])[C:12]([CH2:20][CH3:21])([CH3:19])[CH:11]1[CH3:22])(=[O:8])[C:2]1[CH:3]=[CH:4][CH:5]=[CH:6][CH:7]=1. The product is C(C1=CC=CC=C1)(=O)OC1C(C(N(C(C1)(C)CC)CC=C)(C)CC)C (1-allyl-2,6-diethyl-2,3,6-trimethyl-4-piperidyl benzoate). The reactants are C(C1=CC=CC=C1)(=O)OC1C(C(NC(C1)(C)CC)(C)CC)C (2,6-diethyl-2,3,6-trimethyl-4-piperidyl benzoate), C(C=C)Br (allyl bromide). Isolated yield 23.6%. The solvent is CN(C=O)C (dimethylformamide). Procedure: To a solution of 6.0 g of 2,6-diethyl-2,3,6-trimethyl-4-piperidyl benzoate (Compound 10 - prepared using the same procedure as is described in Preparation 2) in 20 ml of dimethylformamide were added 6.0 g of allyl bromide, and the mixture was heated at 110° - 115° C for 9 hours. The mixture was then concentrated by evaporation under reduced pressure and 50 ml of benzene were added. The resulting mixture was then washed, in turn, with an aqueous solution of sodium carbonate and with water and was... Reactants: CCCCCC(CC(=O)Nc1cc(C=O)ccc1C(C)(C)C)c1cccc(OC)c1OC, CCOC(=O)CP(=O)(OCC)OCC, CN(C)C=O, CCOC(C)=O, [H-], [Na+]. The product is CCCCCC(CC(=O)Nc1cc(CCC(=O)OCC)ccc1C(C)(C)C)c1cccc(OC)c1OC. Reaction SMILES: [C:17]([CH3:18])([CH3:19])([CH3:20])[c:21]1[c:22]([NH:29][C:30]([CH2:31][CH:32]([CH2:33][CH2:34][CH2:35][CH2:36][CH3:37])[c:38]2[c:39]([O:46][CH3:47])[c:40]([O:44][CH3:45])[cH:41][cH:42][cH:43]2)=[O:48])[cH:23][c:24]([CH:27]=[O:28])[cH:25][cH:26]1.[CH2:1]([O:2][P:3]([O:4][CH2:5][CH3:6])(=[O:7])[CH2:9][C:10](=[O:11])[O:12][CH2:13][CH3:14])[CH3:8].[CH3:49][N:50]([CH3:51])[CH:52]=[O:53].[CH3:54][CH2:55][O:56][C:57](=[O:58])[CH3:59].[H-:15].[Na+:16]>>[CH2:9]([C:10](=[O:11])[O:12][CH2:13][CH3:14])[CH2:27][c:24]1[cH:23][c:22]([NH:29][C:30]([CH2:31][CH:32]([CH2:33][CH2:34][CH2:35][CH2:36][CH3:37])[c:38]2[c:39]([O:46][CH3:47])[c:40]([O:44][CH3:45])[cH:41][cH:42][cH:43]2)=[O:48])[c:21]([C:17]([CH3:18])([CH3:19])[CH3:20])[cH:26][cH:25]1. The reactants are Brc1cccc(Br)n1, C1CCOC1, [Li]CCCC, N#CC1(c2ccc(Cl)cc2)CC1, Cl, [Na+], [OH-]. The product is O=C(c1cccc(Br)n1)C1(c2ccc(Cl)cc2)CC1. Reaction SMILES: [Br:6][c:7]1[n:8][c:9]([Br:13])[cH:10][cH:11][cH:12]1.[CH2:29]1[O:30][CH2:31][CH2:32][CH2:33]1.[CH3:1][CH2:2][CH2:3][CH2:4][Li:5].[Cl:14][c:15]1[cH:16][cH:17][c:18]([C:21]2([C:24]#[N:25])[CH2:22][CH2:23]2)[cH:19][cH:20]1.[ClH:26].[Na+:28].[OH-:27]>>[c:7]1([C:24]([C:21]2([c:18]3[cH:17][cH:16][c:15]([Cl:14])[cH:20][cH:19]3)[CH2:22][CH2:23]2)=[O:27])[n:8][c:9]([Br:13])[cH:10][cH:11][cH:12]1. As a reaction SMILES: [Cl:19][C:20]([C:21]([Cl:22])=[O:23])=[O:24].[Na:18].[O:1]=[c:2]1[nH:3][c:4]2[cH:5][cH:6][cH:7][cH:8][c:9]2[c:10]2[n:11]1[n:12][c:13]([C:15](=[O:16])[OH:17])[cH:14]2.[cH:25]1[cH:26][cH:27][cH:28][cH:29][cH:30]1>>[O:1]=[c:2]1[nH:3][c:4]2[cH:5][cH:6][cH:7][cH:8][c:9]2[c:10]2[n:11]1[n:12][c:13]([C:15](=[O:17])[Cl:19])[cH:14]2. The reactants are O=C(Cl)C(=O)Cl, [Na], O=C(O)c1cc2c3ccccc3[nH]c(=O)n2n1, c1ccccc1. Yields the product O=C(Cl)c1cc2c3ccccc3[nH]c(=O)n2n1. The reactants are OC1=CC=C2C=CC=C(C2=C1)CCNC(C1=CC=CC=C1)=O (N-[2-(7-Hydroxy-1-naphthyl)ethyl]benzamide), CCCCCC (hexane), [OH-].[K+] (potassium hydroxide), CN(C(=S)Cl)C (dimethylthiocarbamoyl chloride). The solvent is O (water), O1CCCC1 (tetrahydrofuran), O1CCCC1 (tetrahydrofuran). The product is SC1=CC=C2C=CC=C(C2=C1)CCNC(C1=CC=CC=C1)=O (N-[2-(7-Mercapto-1-naphthyl)ethyl]benzamide). RXN SMILES: O[C:2]1[CH:11]=[C:10]2[C:5]([CH:6]=[CH:7][CH:8]=[C:9]2[CH2:12][CH2:13][NH:14][C:15](=[O:22])[C:16]2[CH:21]=[CH:20][CH:19]=[CH:18][CH:17]=2)=[CH:4][CH:3]=1.[OH-].[K+].CN(C)C(Cl)=[S:28].CCCCCC>O.O1CCCC1>[SH:28][C:2]1[CH:11]=[C:10]2[C:5]([CH:6]=[CH:7][CH:8]=[C:9]2[CH2:12][CH2:13][NH:14][C:15](=[O:22])[C:16]2[CH:21]=[CH:20][CH:19]=[CH:18][CH:17]=2)=[CH:4][CH:3]=1 |f:1.2|. Procedure: The product obtained in Step A (9 mmol) is added, with stirring, to a solution of potassium hydroxide (10 mmol) dissolved in 15 ml of water and 16 ml of tetrahydrofuran. The solution is cooled using a bath of ice and salt, and dimethylthiocarbamoyl chloride (9 mmol) dissolved in tetrahydrofuran (15 ml) is added dropwise with stirring. After stirring for half an hour while maintaining the cold temperature, the reaction mixture is extracted with chloroform. The organic phases are combined, dried o...